From a dataset of the Open Reaction Database (ORD), a public repository of structured organic reaction records. describe an organic reaction: reactants, conditions, products, and yield RXN SMILES: [C:1]([CH3:2])([CH3:3])([CH3:4])[Si:5]([O:6][CH2:7][CH2:8][N:9]([S:10](=[O:11])(=[O:12])[CH3:13])[CH:14]1[CH2:15][CH2:16][CH:17]([N:20]([CH2:21][c:22]2[cH:23][cH:24][cH:25][cH:26][cH:27]2)[CH2:28][c:29]2[cH:30][cH:31][cH:32][cH:33][cH:34]2)[CH2:18][CH2:19]1)([CH3:35])[CH3:36].[CH3:37][CH2:38][OH:39].[CH3:40][OH:41].[OH-:42].[OH-:43].[Pd+2:44]>>[C:1]([CH3:2])([CH3:3])([CH3:4])[Si:5]([O:6][CH2:7][CH2:8][N:9]([S:10](=[O:11])(=[O:12])[CH3:13])[CH:14]1[CH2:15][CH2:16][CH:17]([NH2:20])[CH2:18][CH2:19]1)([CH3:35])[CH3:36]. The product is CC(C)(C)[Si](C)(C)OCCN(C1CCC(N)CC1)S(C)(=O)=O. Reactants: CC(C)(C)[Si](C)(C)OCCN(C1CCC(N(Cc2ccccc2)Cc2ccccc2)CC1)S(C)(=O)=O, CCO, CO, [OH-], [OH-], [Pd+2]. Reactants: C(C)OC(=O)C1(C(C1)C=C)NC(=O)C1C(CC(C1)OC1=CC(=NC2=CC(=CC=C12)OC)C1=CC=CC=C1)C(NCCCCC=C)=O (1-{[2-Hex-5-enylcarbamoyl-4-(7-methoxy-2-phenyl-quinolin-4-yloxy)-cyclopentanecarbonyl]-amino}-2-vinyl-cyclopropanecarboxylic acid ethyl ester). The reagents and catalysts are CC1=CC(=C(C(=C1)C)N2CCN(C2=[Ru](=CC3=C(C=CC=C3)OC(C)C)(Cl)Cl)C4=C(C=C(C=C4C)C)C)C (Hoveyda-Grubbs catalyst 2nd generation). Run in ClCCl (dichloromethane). The product is C(C)OC(=O)C12NC(C3CC(CC3C(NCCCCC=CC2C1)=O)OC1=CC(=NC2=CC(=CC=C12)OC)C1=CC=CC=C1)=O (17-(7-Methoxy-2-phenyl-quinolin-4-yloxy)-2,14-dioxo-3,13-diaza-tricyclo[13.3.0.0*4,6*]octadec-7-ene-4-carboxylic acid ethyl ester). The yield is 32.0%. Reaction SMILES: [CH2:1]([O:3][C:4]([C:6]1([NH:11][C:12]([CH:14]2[CH2:18][CH:17]([O:19][C:20]3[C:29]4[C:24](=[CH:25][C:26]([O:30][CH3:31])=[CH:27][CH:28]=4)[N:23]=[C:22]([C:32]4[CH:37]=[CH:36][CH:35]=[CH:34][CH:33]=4)[CH:21]=3)[CH2:16][CH:15]2[C:38](=[O:46])[NH:39][CH2:40][CH2:41][CH2:42][CH2:43][CH:44]=[CH2:45])=[O:13])[CH2:8][CH:7]1C=C)=[O:5])[CH3:2]>ClCCl.CC1C=C(C)C(N2C(=[Ru](Cl)(Cl)=CC3C=CC=CC=3OC(C)C)N(C3C(C)=CC(C)=CC=3C)CC2)=C(C)C=1>[CH2:1]([O:3][C:4]([C:6]12[CH2:8][CH:7]1[CH:45]=[CH:44][CH2:43][CH2:42][CH2:41][CH2:40][NH:39][C:38](=[O:46])[CH:15]1[CH:14]([CH2:18][CH:17]([O:19][C:20]3[C:29]4[C:24](=[CH:25][C:26]([O:30][CH3:31])=[CH:27][CH:28]=4)[N:23]=[C:22]([C:32]4[CH:37]=[CH:36][CH:35]=[CH:34][CH:33]=4)[CH:21]=3)[CH2:16]1)[C:12](=[O:13])[NH:11]2)=[O:5])[CH3:2]. Procedure details: Compound 91 (363 mg, 0.58 mmol) was dissolved in degassed dichloromethane (100 ml). Hoveyda-Grubbs catalyst 2nd generation (26 mg, 0.041 mmol) was added and the mixture was refluxed under argon atmosphere overnight. The reaction mixture was evaporated on silica and purified by silica gel chromatography (50% EtOAc in hexane→70% EtOAc in hexane) to give the pure title product (111 mg, 32%). MS (M+H+): 597.7 The reactants are N#Cc1ccc(Cl)cc1NC(CCO)c1ccccc1, [I-], [Li+], CCOC(=O)N=NC(=O)OCC, C1CCOC1, c1ccc(P(c2ccccc2)c2ccccc2)cc1. Yields the product N#Cc1ccc(Cl)cc1NC(CCI)c1ccccc1. Reaction SMILES: [Cl:34][c:35]1[cH:36][c:37]([NH:43][CH:44]([CH2:45][CH2:46][OH:47])[c:48]2[cH:49][cH:50][cH:51][cH:52][cH:53]2)[c:38]([C:39]#[N:40])[cH:41][cH:42]1.[I-:32].[Li+:33].[O:20]=[C:21]([O:22][CH2:23][CH3:24])[N:25]=[N:26][C:27]([O:28][CH2:29][CH3:30])=[O:31].[O:54]1[CH2:55][CH2:56][CH2:57][CH2:58]1.[c:1]1([P:2]([c:3]2[cH:4][cH:5][cH:6][cH:7][cH:8]2)[c:9]2[cH:10][cH:11][cH:12][cH:13][cH:14]2)[cH:15][cH:16][cH:17][cH:18][cH:19]1>>[I:32][CH2:46][CH2:45][CH:44]([NH:43][c:37]1[cH:36][c:35]([Cl:34])[cH:42][cH:41][c:38]1[C:39]#[N:40])[c:48]1[cH:49][cH:50][cH:51][cH:52][cH:53]1.